From a dataset of the Open Reaction Database (ORD), a public repository of structured organic reaction records. describe an organic reaction: reactants, conditions, products, and yield Reactants: [OH-].[Na+] (NaOH), CN (Methylamine), NC1=C(C(=O)OCC)C=C(C=C1C)C#N (ethyl 2-amino-5-cyano-3-methylbenzoate), C[O-].[Na+] (sodium methoxide). The solvent is CO (methanol). Conditions: time 8 hour. Product: NC1=C(C(=O)NC)C=C(C=C1C)C#N (2-Amino-5-cyano-N,3-dimethylbenzamide). Yield: 80.3%. RXN SMILES: [CH3:1][NH2:2].[NH2:3][C:4]1[C:14]([CH3:15])=[CH:13][C:12]([C:16]#[N:17])=[CH:11][C:5]=1[C:6]([O:8]CC)=O.C[O-].[Na+].[OH-].[Na+]>CO>[NH2:3][C:4]1[C:14]([CH3:15])=[CH:13][C:12]([C:16]#[N:17])=[CH:11][C:5]=1[C:6]([NH:2][CH3:1])=[O:8] |f:2.3,4.5|. Procedure: Methylamine (117 g, 3.77 mol) is introduced into a solution of ethyl 2-amino-5-cyano-3-methylbenzoate (50 g, 0.251 mol) in methanol (175 mL), sodium methoxide (1.13 g, 30% strength in methanol, 6.28 mmol) is added and the reaction mixture is stirred overnight at room temperature. Thereafter, 100 ml of 22% strength NaOH are added and the batch is cooled down to 10° C. The suspension obtained is filtered and the solid obtained is washed once with 1:1 methanol:water and then with 50 mL of water. Th... Starting materials: CCOC(=O)C(C#N)=CCC(C)C, CCO, CC(C)[N+](=O)[O-], CC[O-], [Na+]. Yields the product CCOC(=O)C1(C#N)C(CC(C)C)C1(C)C. RXN SMILES: [C:1](#[N:2])[C:3]([C:4](=[O:5])[O:6][CH2:7][CH3:8])=[CH:9][CH2:10][CH:11]([CH3:12])[CH3:13].[CH2:24]([OH:25])[CH3:26].[CH3:14][CH:15]([CH3:16])[N+:17](=[O:18])[O-:19].[CH3:21][CH2:22][O-:23].[Na+:20]>>[C:1](#[N:2])[C:3]1([C:4](=[O:5])[O:6][CH2:7][CH3:8])[CH:9]([CH2:10][CH:11]([CH3:12])[CH3:13])[C:15]1([CH3:14])[CH3:16]. The reactants are FC=1C=C2C(=C(/C(/C2=CC1)=C/C1=CC=C(C=C1)S(=O)C)C)CCON (O-2-[Z-5-fluoro-2-methyl-1-(4-methylsulfinylphenyl)methylene-1H-inden-3-yl]ethyl hydroxylamine), COCCC=O (3-methoxypropanal). The product is FC=1C=C2C(=C(/C(/C2=CC1)=C/C1=CC=C(C=C1)S(=O)C)C)CCON=CCCOC (3-methoxypropanal-O-2-[Z-5-fluoro-2-methyl-1-(4-methylsulfinylphenyl)methylene-1H-inden-3-yl]ethyl oxime). Reaction SMILES: [F:1][C:2]1[CH:3]=[C:4]2[C:8](=[CH:9][CH:10]=1)/[C:7](=[CH:11]\[C:12]1[CH:17]=[CH:16][C:15]([S:18]([CH3:20])=[O:19])=[CH:14][CH:13]=1)/[C:6]([CH3:21])=[C:5]2[CH2:22][CH2:23][O:24][NH2:25].[CH3:26][O:27][CH2:28][CH2:29][CH:30]=O>>[F:1][C:2]1[CH:3]=[C:4]2[C:8](=[CH:9][CH:10]=1)/[C:7](=[CH:11]\[C:12]1[CH:17]=[CH:16][C:15]([S:18]([CH3:20])=[O:19])=[CH:14][CH:13]=1)/[C:6]([CH3:21])=[C:5]2[CH2:22][CH2:23][O:24][N:25]=[CH:30][CH2:29][CH2:28][O:27][CH3:26]. Reported procedure: The title compound is prepared by reaction of O-2-[Z-5-fluoro-2-methyl-1-(4-methylsulfinylphenyl)methylene-1H-inden-3-yl]ethyl hydroxylamine with 3-methoxypropanal by the method of Example 1.